Dataset: the Open Reaction Database (ORD), a public repository of structured organic reaction records. Task: describe an organic reaction: reactants, conditions, products, and yield Starting materials: C1(=CC=CC=C1)S(=O)(=O)Cl (Benzene sulphonylchloride), NC1=C(C(NC2=CC(=CC=C12)Cl)=O)C1=CC=CC=C1 (4-amino-7-chloro-3-phenyl-2(1H)-quinolone). Product: ClC1=CC=C2C(=C(C(NC2=C1)=O)C1=CC=CC=C1)NS(=O)(=O)C1=CC=CC=C1 (7-Chloro-4-phenylsulphonamido-3-phenyl-2(1H)-quinolone). Reaction SMILES: [C:1]1([S:7](Cl)(=[O:9])=[O:8])[CH:6]=[CH:5][CH:4]=[CH:3][CH:2]=1.[NH2:11][C:12]1[C:21]2[C:16](=[CH:17][C:18]([Cl:22])=[CH:19][CH:20]=2)[NH:15][C:14](=[O:23])[C:13]=1[C:24]1[CH:29]=[CH:28][CH:27]=[CH:26][CH:25]=1>>[Cl:22][C:18]1[CH:17]=[C:16]2[C:21]([C:12]([NH:11][S:7]([C:1]3[CH:6]=[CH:5][CH:4]=[CH:3][CH:2]=3)(=[O:9])=[O:8])=[C:13]([C:24]3[CH:29]=[CH:28][CH:27]=[CH:26][CH:25]=3)[C:14](=[O:23])[NH:15]2)=[CH:20][CH:19]=1. Procedure: Benzene sulphonylchloride (0.94 ml) and 4-amino-7-chloro-3-phenyl-2(1H)-quinolone (1 g) (Example 2) were reacted in a similar manner to that as described in Example 4. An additional step was required to remove the tert butyldimethylsilyl protecting group using methanolic-HCl for 20 mins to afford the title compound (0.050 g); mp 268° C. (ethanol); δ (360 MHz, DMSO-d6) 7.14 (6H, m, aromatics), 7.32 (5H, m, aromatics), 7.49 (1H, m, aromatics), 7.67 (1H, d, J =8.7 Hz, 5H), 10.02 (1H, br s, 4NH), 12... As a reaction SMILES: [Br:1][CH2:2][CH2:3][N:4]1[C:5](=[O:6])[C:7](=[O:8])[c:9]2[cH:10][cH:11][cH:12][cH:13][c:14]21.[CH3:15][CH:16]([CH3:17])[NH2:18].[CH3:19][N:20]([CH3:21])[CH:22]=[O:23]>>[CH2:2]([CH2:3][N:4]1[C:5](=[O:6])[C:7](=[O:8])[c:9]2[cH:10][cH:11][cH:12][cH:13][c:14]21)[NH:18][CH:16]([CH3:15])[CH3:17]. The product is CC(C)NCCN1C(=O)C(=O)c2ccccc21. Reactants: O=C1C(=O)N(CCBr)c2ccccc21, CC(C)N, CN(C)C=O. Reported procedure: The title compound was prepared according to the procedure described in Example 1 using 2-amino-5-[2,6-difluoro-4-(1-hydroxy-1-methylethyl)phenyl]thiophene-3-carboxamide and 1-(6-bromopyridin-2-yl)-4-methylpiperazine as the starting materials. Yields the product FC1=C(C(=CC(=C1)C(C)(C)O)F)C1=CC(=C(S1)NC1=NC(=CC=C1)N1CCN(CC1)C)C(=O)N (5-[2,6-Difluoro-4-(1-hydroxy-1-methylethyl)phenyl]-2-{[6-(4-methylpiperazin-1-yl)pyridin-2-yl]amino}thiophene-3-carboxamide). The reactants are NC=1SC(=CC1C(=O)N)C1=C(C=C(C=C1F)C(C)(C)O)F (2-amino-5-[2,6-difluoro-4-(1-hydroxy-1-methylethyl)phenyl]thiophene-3-carboxamide), BrC1=CC=CC(=N1)N1CCN(CC1)C (1-(6-bromopyridin-2-yl)-4-methylpiperazine). As a reaction SMILES: [NH2:1][C:2]1[S:3][C:4]([C:10]2[C:15]([F:16])=[CH:14][C:13]([C:17]([OH:20])([CH3:19])[CH3:18])=[CH:12][C:11]=2[F:21])=[CH:5][C:6]=1[C:7]([NH2:9])=[O:8].Br[C:23]1[N:28]=[C:27]([N:29]2[CH2:34][CH2:33][N:32]([CH3:35])[CH2:31][CH2:30]2)[CH:26]=[CH:25][CH:24]=1>>[F:16][C:15]1[CH:14]=[C:13]([C:17]([OH:20])([CH3:18])[CH3:19])[CH:12]=[C:11]([F:21])[C:10]=1[C:4]1[S:3][C:2]([NH:1][C:23]2[CH:24]=[CH:25][CH:26]=[C:27]([N:29]3[CH2:30][CH2:31][N:32]([CH3:35])[CH2:33][CH2:34]3)[N:28]=2)=[C:6]([C:7]([NH2:9])=[O:8])[CH:5]=1. Starting materials: [Li]C, C1CCOC1, CN1CCC(=O)c2cccc(CSc3nc4ccccc4[nH]3)c21. Product: CN1CCC(C)(O)c2cccc(CSc3nc4ccccc4[nH]3)c21. As a reaction SMILES: [CH3:24][Li:25].[O:26]1[CH2:27][CH2:28][CH2:29][CH2:30]1.[n:1]1[c:2]([S:10][CH2:11][c:12]2[cH:13][cH:14][cH:15][c:16]3[c:21]2[N:20]([CH3:22])[CH2:19][CH2:18][C:17]3=[O:23])[nH:3][c:4]2[c:5]1[cH:6][cH:7][cH:8][cH:9]2>>[n:1]1[c:2]([S:10][CH2:11][c:12]2[cH:13][cH:14][cH:15][c:16]3[c:21]2[N:20]([CH3:22])[CH2:19][CH2:18][C:17]3([OH:23])[CH3:24])[nH:3][c:4]2[c:5]1[cH:6][cH:7][cH:8][cH:9]2. The reactants are ClC1=C(C(=CC=C1)Cl)NC(CCCC(=O)OCC)=O (ethyl 5-[(2,6-dichlorophenyl)amino]-5-oxopentanoate), C[Si](C)(C)[N-][Si](C)(C)C.[Li+] (lithium bis(trimethylsilyl)amide), Cl (hydrochloric acid), C(C)(=O)OCC (ethyl acetate). Solvent: O1CCCC1 (tetrahydrofuran), O1CCCC1 (tetrahydrofuran), C(=O)OCC (ethyl formate). Conditions: time 2 hour. The product is ClC1=C(C(=CC=C1)Cl)N1C(C(CCC1=O)C(=O)OCC)O (ethyl 1-(2,6-dichlorophenyl)-2-hydroxy-6-oxopiperidine-3-carboxylate). RXN SMILES: [Cl:1][C:2]1[CH:7]=[CH:6][CH:5]=[C:4]([Cl:8])[C:3]=1[NH:9][C:10](=[O:19])[CH2:11][CH2:12][CH2:13][C:14]([O:16][CH2:17][CH3:18])=[O:15].C[Si]([N-][Si](C)(C)C)(C)C.[Li+].Cl.[C:31](OCC)(=[O:33])C>O1CCCC1.C(OCC)=O>[Cl:1][C:2]1[CH:7]=[CH:6][CH:5]=[C:4]([Cl:8])[C:3]=1[N:9]1[C:10](=[O:19])[CH2:11][CH2:12][CH:13]([C:14]([O:16][CH2:17][CH3:18])=[O:15])[CH:31]1[OH:33] |f:1.2|. Procedure: Under an atmosphere of nitrogen, to a solution of ethyl 5-[(2,6-dichlorophenyl)amino]-5-oxopentanoate (9.22 g, the compound described in Reference Example 1 of WO03/043988) in tetrahydrofuran (150 mL) were added a solution of lithium bis(trimethylsilyl)amide (1.6 mol/L) in tetrahydrofuran (56.8 mL) and ethyl formate (4.90 mL) at −78° C. and the mixture was stirred on ice bath for 2 hours and then at room temperature for 4 days. The reaction mixture was added by hydrochloric acid (1 mol/L) and et... The reactants are OC1C(CC(C2=CC=CC=C12)=O)(C)C (4-hydroxy-3,3-dimethyl-3,4-dihydro-2H-naphthalen-1-one), N1C=NC(=C1)C(=O)OC (methyl 4-imidazolecarboxylate), C1(=CC=CC=C1)P(C1=CC=CC=C1)C1=CC=CC=C1 (triphenylphosphine), N(=NC(=O)OC)C(=O)OC (dimethyl azodicarboxylate). Run in C1CCOC1 (THF). Conditions: temperature 0 celsius, time 15 hour. Yields the product COC(=O)C=1N(C=NC1)C1C(CC(C2=CC=CC=C12)=O)(C)C (3-(2,2-dimethyl-4-oxo-1,2,3,4-tetrahydro-naphthalen-1-yl)-3H-imidazole-4-carboxylic acid methyl ester). RXN SMILES: O[CH:2]1[C:11]2[C:6](=[CH:7][CH:8]=[CH:9][CH:10]=2)[C:5](=[O:12])[CH2:4][C:3]1([CH3:14])[CH3:13].[NH:15]1[CH:19]=[C:18]([C:20]([O:22][CH3:23])=[O:21])[N:17]=[CH:16]1.C1(P(C2C=CC=CC=2)C2C=CC=CC=2)C=CC=CC=1.N(C(OC)=O)=NC(OC)=O>C1COCC1>[CH3:23][O:22][C:20]([C:18]1[N:17]([CH:2]2[C:11]3[C:6](=[CH:7][CH:8]=[CH:9][CH:10]=3)[C:5](=[O:12])[CH2:4][C:3]2([CH3:14])[CH3:13])[CH:16]=[N:15][CH:19]=1)=[O:21]. Procedure details: To a solution of 4-hydroxy-3,3-dimethyl-3,4-dihydro-2H-naphthalen-1-one (2.87 g, 13.88 mmol) and methyl 4-imidazolecarboxylate (CAS#17325-26-7, 1.25 g, 9.72 mmol) in THF (80 mL) at 0° C. is added triphenylphosphine (3.68 g, 13.88 mmol) and dimethyl azodicarboxylate (40% in toluene, 5.14 mL, 13.88 mmol) and the cooling bath is removed. After 15 hours, the mixture is concentrated and the resulting residue is dissolved in ethyl acetate (250 mL) and is extracted five times with 1M aqueous HCl (40 mL... Reactants: C[Al](C)C, O=C1OCCC1N1CCc2c1ccc(F)c2Cl, Cl, Nc1ccc(S(=O)(=O)Nc2nccs2)cn1. Product: O=C(Nc1ccc(S(=O)(=O)Nc2nccs2)cn1)C(CCO)N1CCc2c1ccc(F)c2Cl. As a reaction SMILES: [CH3:17][Al:18]([CH3:19])[CH3:20].[Cl:21][c:22]1[c:23]2[c:27]([cH:28][cH:29][c:30]1[F:31])[N:26]([CH:32]1[C:33](=[O:37])[O:34][CH2:35][CH2:36]1)[CH2:25][CH2:24]2.[ClH:38].[NH2:1][c:2]1[cH:3][cH:4][c:5]([S:8](=[O:9])(=[O:10])[NH:11][c:12]2[s:13][cH:14][cH:15][n:16]2)[cH:6][n:7]1>>[NH:1]([c:2]1[cH:3][cH:4][c:5]([S:8](=[O:9])(=[O:10])[NH:11][c:12]2[s:13][cH:14][cH:15][n:16]2)[cH:6][n:7]1)[C:33]([CH:32]([N:26]1[CH2:25][CH2:24][c:23]2[c:22]([Cl:21])[c:30]([F:31])[cH:29][cH:28][c:27]21)[CH2:36][CH2:35][OH:34])=[O:37]. Starting materials: C(C)(C)(C)SCC1(CC2=CC=CC=C2CC1)C(=O)N[C@@H](CC1=CC=CC=C1)C(=O)OC (N-[[1,2,3,4-tetrahydro-2-[[(t-butyl)thio]methyl]-2-naphthalenyl]carbonyl]-L-phenylalanine, methyl ester), O.[OH-].[Li+] (lithium hydroxide hydrate). The solvent is CO (methanol). Reaction conditions: time 8 hour. Yields the product C(C)(C)(C)SCC1(CC2=CC=CC=C2CC1)C(=O)N[C@@H](CC1=CC=CC=C1)C(=O)O (N-[[1,2,3,4-tetrahydro-2-[[(t-butyl)thio]methyl]-2-naphthalenyl]carbonyl]-L-phenylalanine). The yield is 97.3%. RXN SMILES: [C:1]([S:5][CH2:6][C:7]1([C:17]([NH:19][C@H:20]([C:28]([O:30]C)=[O:29])[CH2:21][C:22]2[CH:27]=[CH:26][CH:25]=[CH:24][CH:23]=2)=[O:18])[CH2:16][CH2:15][C:14]2[C:9](=[CH:10][CH:11]=[CH:12][CH:13]=2)[CH2:8]1)([CH3:4])([CH3:3])[CH3:2].O.[OH-].[Li+]>CO>[C:1]([S:5][CH2:6][C:7]1([C:17]([NH:19][C@H:20]([C:28]([OH:30])=[O:29])[CH2:21][C:22]2[CH:23]=[CH:24][CH:25]=[CH:26][CH:27]=2)=[O:18])[CH2:16][CH2:15][C:14]2[C:9](=[CH:10][CH:11]=[CH:12][CH:13]=2)[CH2:8]1)([CH3:4])([CH3:2])[CH3:3] |f:1.2.3|. Procedure: Dissolve N-[[1,2,3,4-tetrahydro-2-[[(t-butyl)thio]methyl]-2-naphthalenyl]carbonyl]-L-phenylalanine, methyl ester (158 mg, 0.36 mmol) in methanol (3 mL). Add a solution of lithium hydroxide hydrate (1 mL in water, 1 mmol) and stir at room temperature under argon overnight. Partition between 1N hydrochloric acid and methylene chloride. Separate the organic phase and extract the acidic phase with methylene chloride (2×10 mL). Combine the organic phases, dry (MgSO4) and evaporate the solvent in vacu...